This data is from the Open Reaction Database (ORD), a public repository of structured organic reaction records. The task is: describe an organic reaction: reactants, conditions, products, and yield Reactants: C(C(=O)O)(=O)O (Oxalic acid), N1C[C@H](CC1)/C=C/C=1C=NC=NC1 ((R)-5-((E)-2-pyrrolidin-3-ylvinyl)pyrimidine). Run in C(C)O (ethanol). Reaction conditions: time 8 hour. The product is C(C(=O)O)(=O)O.N1C[C@H](CC1)/C=C/C=1C=NC=NC1 ((R)-5-((E)-2-Pyrrolidin-3-ylvinyl)pyrimidine mono-oxalate). Reaction SMILES: [C:1]([OH:6])(=[O:5])[C:2]([OH:4])=[O:3].[NH:7]1[CH2:11][CH2:10][C@H:9](/[CH:12]=[CH:13]/[C:14]2[CH:15]=[N:16][CH:17]=[N:18][CH:19]=2)[CH2:8]1>C(O)C>[C:1]([OH:6])(=[O:5])[C:2]([OH:4])=[O:3].[NH:7]1[CH2:11][CH2:10][C@H:9](/[CH:12]=[CH:13]/[C:14]2[CH:19]=[N:18][CH:17]=[N:16][CH:15]=2)[CH2:8]1 |f:3.4|. Reported procedure: Oxalic acid (0.516 g, 5.73 mmol) was added as a solid to a stirring, warm solution of (R)-5-((E)-2-pyrrolidin-3-ylvinyl)pyrimidine (1.00 g, 5.70 mmol) in ethanol (10 mL). The salt precipitated upon further warming of the solution. To facilitate stirring, the mixture was diluted with ethanol (6 mL), and the lumps were broken with a spatula. The mixture was cooled to ambient temperature and was left standing overnight. The light-beige powder was filtered, washed with ethanol, and dried in a vacuum... Starting materials: BrC=1C(NC(=CC1OCC1=C(C=C(C=C1)F)F)C)=O.C(C1=CC=CC=C1)OC1=C(C(N(C=C1)C1=CC=C(C#N)C=C1)=O)Br (4-[4-(benzyloxy)-3-bromo-2-oxopyridin-1(2H)-yl]benzonitrile 3-bromo-4-[(2,4-difluorobenzyl)oxy]-6-methylpyridin-2(1H)-one), C([O-])([O-])=O.[Cs+].[Cs+] (cesium carbonate), FC1=CC=C(C#N)C=C1 (4-Fluorobenzonitrile). The solvent is CS(=O)C (dimethylsulfoxide). Conditions: temperature 80 celsius, time 5 minute. The product is C(C1=CC=CC=C1)OC1=C(C(N(C=C1)C1=CC=C(C#N)C=C1)=O)Br (4-(4-(benzyloxy)-3-bromo-2-oxopyridin-1(2H)-yl]benzonitrile). Isolated yield 29.1%. As a reaction SMILES: BrC1C(=O)NC(C)=CC=1OCC1C=CC(F)=CC=1F.[CH2:20]([O:27][C:28]1[CH:33]=[CH:32][N:31]([C:34]2[CH:41]=[CH:40][C:37]([C:38]#[N:39])=[CH:36][CH:35]=2)[C:30](=[O:42])[C:29]=1[Br:43])[C:21]1[CH:26]=[CH:25][CH:24]=[CH:23][CH:22]=1.C(=O)([O-])[O-].[Cs+].[Cs+].FC1C=CC(C#N)=CC=1>CS(C)=O>[CH2:20]([O:27][C:28]1[CH:33]=[CH:32][N:31]([C:34]2[CH:35]=[CH:36][C:37]([C:38]#[N:39])=[CH:40][CH:41]=2)[C:30](=[O:42])[C:29]=1[Br:43])[C:21]1[CH:22]=[CH:23][CH:24]=[CH:25][CH:26]=1 |f:0.1,2.3.4|. Procedure details: Preparation of 4-[4-(benzyloxy)-3-bromo-2-oxopyridin-1(2H)-yl]benzonitrile 3-bromo-4-[(2,4-difluorobenzyl)oxy]-6-methylpyridin-2(1H)-one(100 mg, 0.36 mmol) was suspended in dimethylsulfoxide (5 mL), cesium carbonate (375 mg, 1.15 mmol) was added and the reaction was shaken for 5 minutes. 4-Fluorobenzonitrile (52 mg, 0.43 mmol was then added, the reaction was heated to 80° C., and stirred. Reaction was monitored by LC/MS, and after 4 h was heated to 100° C. and stirred for 16 hours. Reaction mixt...